This data is from the Open Reaction Database (ORD), a public repository of structured organic reaction records. The task is: describe an organic reaction: reactants, conditions, products, and yield Starting materials: ClCCCC(=O)Cl (chlorobutyryl chloride), [Al+3].[Cl-].[Cl-].[Cl-] (AlCl3), C1(=CC=CC=C1)CC(=O)OCC(CCCC)CC (2-phenylacetic acid, 2-ethylhexyl ester). Run at temperature 35 celsius, time 2.5 hour. The product is ClCCCC(=O)C1=CC=C(C=C1)CC(=O)OCC(CCCC)CC ([4-(4-Chloro-butyryl)-phenyl]-acetic acid, 2-ethylhexyl ester). As a reaction SMILES: [Cl:1][CH2:2][CH2:3][CH2:4][C:5](Cl)=[O:6].[Al+3].[Cl-].[Cl-].[Cl-].[C:12]1([CH2:18][C:19]([O:21][CH2:22][CH:23]([CH2:28][CH3:29])[CH2:24][CH2:25][CH2:26][CH3:27])=[O:20])[CH:17]=[CH:16][CH:15]=[CH:14][CH:13]=1>>[Cl:1][CH2:2][CH2:3][CH2:4][C:5]([C:15]1[CH:16]=[CH:17][C:12]([CH2:18][C:19]([O:21][CH2:22][CH:23]([CH2:28][CH3:29])[CH2:24][CH2:25][CH2:26][CH3:27])=[O:20])=[CH:13][CH:14]=1)=[O:6] |f:1.2.3.4|. Procedure: Mix chlorobutyryl chloride (16.9 g) and AlCl3 (29.3 g) at room temperature. Add 2-phenylacetic acid, 2-ethylhexyl ester (27.6 g), keeping the temperature below 10° C. Heat at 35° C. for 24 hours, quench in ice water (200 g). Separate the organic phase, dry (MgSO4) and evaporate the solvent in vacuo. Dilute the residue with ethanol (150 mL), add hydrogen chloride (5 g) and heat to 75° C. After 2.5 hours, add another 5 g of hydrogen chloride and stir at 75° C. for 24 hours. Evaporate the solvent i... Reactants: CCCC[N+](CCCC)(CCCC)CCCC, Cc1ccccc1, O=[N+]([O-])c1ccc(F)cc1, [K+], [OH-], OCCOCCOCCOCCO, O=S(=O)([O-])O. Product: O=[N+]([O-])c1ccc(OCCOCCOCCOCCO)cc1. RXN SMILES: [CH2:31]([N+:32]([CH2:33][CH2:34][CH2:35][CH3:36])([CH2:37][CH2:38][CH2:39][CH3:40])[CH2:41][CH2:42][CH2:43][CH3:44])[CH2:45][CH2:46][CH3:47].[CH3:48][c:49]1[cH:50][cH:51][cH:52][cH:53][cH:54]1.[F:1][c:2]1[cH:3][cH:4][c:5]([N+:8](=[O:9])[O-:10])[cH:6][cH:7]1.[K+:25].[OH-:24].[OH:11][CH2:12][CH2:13][O:14][CH2:15][CH2:16][O:17][CH2:18][CH2:19][O:20][CH2:21][CH2:22][OH:23].[S:26]([O-:27])([OH:28])(=[O:29])=[O:30]>>[c:2]1([O:11][CH2:12][CH2:13][O:14][CH2:15][CH2:16][O:17][CH2:18][CH2:19][O:20][CH2:21][CH2:22][OH:23])[cH:3][cH:4][c:5]([N+:8](=[O:9])[O-:10])[cH:6][cH:7]1. Starting materials: [Li]C, CCCCCC, C1CCOC1, c1ccccc1, COc1ccc(C(=O)Nc2ccccc2C(=O)c2ccccn2)cc1. Product: COc1ccc(C(=O)Nc2ccccc2C(C)(O)c2ccccn2)cc1. Reaction SMILES: [CH3:1][Li:2].[CH3:39][CH2:40][CH2:41][CH2:42][CH2:43][CH3:44].[O:28]1[CH2:29][CH2:32][CH2:31][CH2:30]1.[cH:33]1[cH:34][cH:35][cH:36][cH:37][cH:38]1.[n:3]1[c:4]([C:9](=[O:10])[c:11]2[c:12]([NH:13][C:14]([c:15]3[cH:16][cH:17][c:18]([O:21][CH3:22])[cH:19][cH:20]3)=[O:23])[cH:24][cH:25][cH:26][cH:27]2)[cH:5][cH:6][cH:7][cH:8]1>>[n:3]1[c:4]([C:9]([OH:10])([c:11]2[c:12]([NH:13][C:14]([c:15]3[cH:16][cH:17][c:18]([O:21][CH3:22])[cH:19][cH:20]3)=[O:23])[cH:24][cH:25][cH:26][cH:27]2)[CH3:29])[cH:5][cH:6][cH:7][cH:8]1. Starting materials: COC1=C(CNC=2C3=C(N=CN2)N(C=C3)[C@@H]3O[C@@H]([C@@H]2[C@H]3OC(O2)(C)C)CNC2CC(C2)CC(=O)OC)C=CC(=C1)OC (methyl 2-(3-((((3aR,4R,6R,6aR)-6-(4-((2,4-dimethoxybenzyl)amino)-7H-pyrrolo[2,3-d]pyrimidin-7-yl)-2,2-dimethyltetrahydrofuro[3,4-d][1,3]dioxol-4-yl)methyl)amino)cyclobutyl)acetate), C(#N)[BH3-].[Na+] (sodium cyanoborohydride), C(C)(=O)O (acetic acid), C=O (formaldehyde). Solvent: CO (methanol), CO (methanol). Run at time 1 hour. The product is COC1=C(CNC=2C3=C(N=CN2)N(C=C3)[C@@H]3O[C@@H]([C@@H]2[C@H]3OC(O2)(C)C)CN(C2CC(C2)CC(=O)OC)C)C=CC(=C1)OC (methyl 2-(3-((((3aR,4R,6R,6aR)-6-(4-((2,4-dimethoxybenzyl)amino)-7H-pyrrolo[2,3-d]pyrimidin-7-yl)-2,2-dimethyltetrahydrofuro[3,4-d][1,3]dioxol-4-yl)methyl)(methyl)amino)cyclobutyl)acetate). Yield: 99.5%. As a reaction SMILES: [CH3:1][O:2][C:3]1[CH:40]=[C:39]([O:41][CH3:42])[CH:38]=[CH:37][C:4]=1[CH2:5][NH:6][C:7]1[C:8]2[CH:15]=[CH:14][N:13]([C@H:16]3[C@@H:20]4[O:21][C:22]([CH3:25])([CH3:24])[O:23][C@@H:19]4[C@@H:18]([CH2:26][NH:27][CH:28]4[CH2:31][CH:30]([CH2:32][C:33]([O:35][CH3:36])=[O:34])[CH2:29]4)[O:17]3)[C:9]=2[N:10]=[CH:11][N:12]=1.[C:43]([BH3-])#N.[Na+].C(O)(=O)C.C=O>CO>[CH3:1][O:2][C:3]1[CH:40]=[C:39]([O:41][CH3:42])[CH:38]=[CH:37][C:4]=1[CH2:5][NH:6][C:7]1[C:8]2[CH:15]=[CH:14][N:13]([C@H:16]3[C@@H:20]4[O:21][C:22]([CH3:24])([CH3:25])[O:23][C@@H:19]4[C@@H:18]([CH2:26][N:27]([CH3:43])[CH:28]4[CH2:29][CH:30]([CH2:32][C:33]([O:35][CH3:36])=[O:34])[CH2:31]4)[O:17]3)[C:9]=2[N:10]=[CH:11][N:12]=1 |f:1.2|. Procedure: A solution of methyl 2-(3-((((3aR,4R,6R,6aR)-6-(4-((2,4-dimethoxybenzyl)amino)-7H-pyrrolo[2,3-d]pyrimidin-7-yl)-2,2-dimethyltetrahydrofuro[3,4-d][1,3]dioxol-4-yl)methyl)amino)cyclobutyl)acetate (267 mg, 0.459 mmol) in methanol (12 mL) was treated with sodium cyanoborohydride (380 mg, 6.1 mmol). The pH of the solution was adjusted to ˜6 by the dropwise addition of a 10% (v/v) solution of glacial acetic acid in methanol. The mixture was treated with 37% formaldehyde (0.57 mL, 7.6 mmol) dropwise an... Yields the product O=C(COCc1ccccc1)COCc1ccccc1. Reaction SMILES: [C:4](=[O:5])([OH:6])[O-:7].[CH2:9]([c:10]1[cH:11][cH:12][cH:13][cH:14][cH:15]1)[O:16][CH2:17][CH:18]([CH2:19][O:20][CH2:21][c:22]1[cH:23][cH:24][cH:25][cH:26][cH:27]1)[OH:28].[CH3:29][C:30]1([CH3:39])[N:31]([O:32])[C:33]([CH3:34])([CH3:35])[CH2:36][CH2:37][CH2:38]1.[CH3:40][c:41]1[cH:42][cH:43][cH:44][cH:45][cH:46]1.[Cl:1][O-:2].[Na+:3].[Na+:8]>>[CH2:9]([c:10]1[cH:11][cH:12][cH:13][cH:14][cH:15]1)[O:16][CH2:17][C:18]([CH2:19][O:20][CH2:21][c:22]1[cH:23][cH:24][cH:25][cH:26][cH:27]1)=[O:28]. Reactants: O=C([O-])O, OC(COCc1ccccc1)COCc1ccccc1, CC1(C)CCCC(C)(C)N1O, Cc1ccccc1, [O-]Cl, [Na+], [Na+]. Reactants: COC1=C(C=CC(=C1)OC)C1=NN(C2=C(C=CC=C12)F)C(C)C (3-(2,4-dimethoxyphenyl)-7-fluoro-1-isopropyl-1H-indazole), B(Br)(Br)Br (boron tribromide), C1=CCCCC1 (cyclohexene). Yields the product FC=1C=CC=C2C(=NN(C12)C(C)C)C1=C(C=C(C=C1)O)O (4-(7-fluoro-1-isopropyl-1H-indazole-3-yl)benzene-1,3-diol). Yield: 82.2%. Reaction SMILES: C[O:2][C:3]1[CH:8]=[C:7]([O:9]C)[CH:6]=[CH:5][C:4]=1[C:11]1[C:19]2[C:14](=[C:15]([F:20])[CH:16]=[CH:17][CH:18]=2)[N:13]([CH:21]([CH3:23])[CH3:22])[N:12]=1.B(Br)(Br)Br.C1CCCCC=1>>[F:20][C:15]1[CH:16]=[CH:17][CH:18]=[C:19]2[C:14]=1[N:13]([CH:21]([CH3:23])[CH3:22])[N:12]=[C:11]2[C:4]1[CH:5]=[CH:6][C:7]([OH:9])=[CH:8][C:3]=1[OH:2]. Procedure: Prepared according to Method D step C from 3-(2,4-dimethoxyphenyl)-7-fluoro-1-isopropyl-1H-indazole (0.213 g, 0.68 mmol), boron tribromide (0.513 mL, 5.0 mmol) and 1.0 mL of cyclohexene to give the product (0.160 g) as a white solid. Starting materials: BrCC1=C(C(=O)OCC2=CC=C(C=C2)[N+](=O)[O-])C=C(C=C1O[Si](C)(C)C(C)(C)C)OC (p-Nitrobenzyl 2-bromomethyl-3-(tert-butyldimethylsilyloxy)-5-methoxybenzoate), O[C@H](CC(=O)N[C@H](C(=O)OC)CS)C(=O)OC (methyl (R)-2-[(R)-3-hydroxy-3-methoxycarbonyl-propionylamino]-3-mercapto-propionate). Yields the product [Si](C)(C)(C(C)(C)C)OC1=CC(=CC=2C(O[C@@H](CC(N[C@@H](CSCC21)C(=O)OC)=O)C(=O)OC)=O)OC (dimethyl (4R, 8S)-14-(tert-butyldimethylsilyloxy)-1,3,4,5,6,7,8,10-octahydro-12-methoxy-6,10-dioxo-9,2,5-benzoxathiaazacyclododecine-4,8-dicarboxylate). As a reaction SMILES: Br[CH2:2][C:3]1[C:21]([O:22][Si:23]([C:26]([CH3:29])([CH3:28])[CH3:27])([CH3:25])[CH3:24])=[CH:20][C:19]([O:30][CH3:31])=[CH:18][C:4]=1[C:5](OCC1C=CC([N+]([O-])=O)=CC=1)=[O:6].[OH:32][C@@H:33]([C:45]([O:47][CH3:48])=[O:46])[CH2:34][C:35]([NH:37][C@@H:38]([CH2:43][SH:44])[C:39]([O:41][CH3:42])=[O:40])=[O:36]>>[Si:23]([O:22][C:21]1[C:3]2[CH2:2][S:44][CH2:43][C@@H:38]([C:39]([O:41][CH3:42])=[O:40])[NH:37][C:35](=[O:36])[CH2:34][C@@H:33]([C:45]([O:47][CH3:48])=[O:46])[O:32][C:5](=[O:6])[C:4]=2[CH:18]=[C:19]([O:30][CH3:31])[CH:20]=1)([C:26]([CH3:29])([CH3:28])[CH3:27])([CH3:24])[CH3:25]. Procedure details: p-Nitrobenzyl 2-bromomethyl-3-(tert-butyldimethylsilyloxy)-5-methoxybenzoate was reacted with methyl (R)-2-[(R)-3-hydroxy-3-methoxycarbonyl-propionylamino]-3-mercapto-propionate in an analogous manner to the procedure described in Example 1(f), and the product was subjected in an analogous manner to a sequence of procedures described in Example 13(f) and in Example 21 to yield dimethyl (4R, 8S)-14-(tert-butyldimethylsilyloxy)-1,3,4,5,6,7,8,10-octahydro-12-methoxy-6,10-dioxo-9,2,5-benzoxathiaazac...